Dataset: the Open Reaction Database (ORD), a public repository of structured organic reaction records. Task: describe an organic reaction: reactants, conditions, products, and yield Run in CC=1C=CC(=CC1)C (p-xylene). Run at temperature 150 celsius. Procedure: A suspension of 6-bromo-2H-3,1-bezoxazine-2,4(1H)-dione (22.0 g, 91 mmol) containing (2,4-dimethoxy-benzylamino)-acetic acid (22.5 g, 100 mmol) in p-xylene (200 mL) was heated under reflux (150° C.) for 1 h. After cooling to room temperature the precipitate was filtered off and washed with p-xylene (100 ml). Yield: 33.5 g (91%) m/z 403/405 (M). The product is COC1=C(CN2CC(NC3=C(C2=O)C=C(C=C3)Br)=O)C=CC(=C1)OC (4-(2,4-Dimethoxy-benzyl)-7-bromo-3,4-dihydro-1H-benzo[e][1,4]diazepine-2,5-dione). The reactants are BrC=1C=CC2=C(C(OC(N2)=O)=O)C1 (6-bromo-2H-3,1-bezoxazine-2,4(1H)-dione), COC1=C(CNCC(=O)O)C=CC(=C1)OC ((2,4-dimethoxy-benzylamino)-acetic acid). Reaction SMILES: [Br:1][C:2]1[CH:3]=[CH:4][C:5]2[NH:10][C:9](=[O:11])O[C:7](=[O:12])[C:6]=2[CH:13]=1.[CH3:14][O:15][C:16]1[CH:27]=[C:26]([O:28][CH3:29])[CH:25]=[CH:24][C:17]=1[CH2:18][NH:19][CH2:20]C(O)=O>CC1C=CC(C)=CC=1>[CH3:14][O:15][C:16]1[CH:27]=[C:26]([O:28][CH3:29])[CH:25]=[CH:24][C:17]=1[CH2:18][N:19]1[C:7](=[O:12])[C:6]2[CH:13]=[C:2]([Br:1])[CH:3]=[CH:4][C:5]=2[NH:10][C:9](=[O:11])[CH2:20]1. Reactants: [BH4-], Cc1cc2c(=O)[nH]c(Cn3cc(C=O)c(C(F)(F)F)n3)nc2s1, CO, ClCCl, [Na+]. Yields the product Cc1cc2c(=O)[nH]c(Cn3cc(CO)c(C(F)(F)F)n3)nc2s1. As a reaction SMILES: [BH4-:26].[CH3:1][c:2]1[cH:3][c:4]2[c:5]([n:6][c:7]([CH2:11][n:12]3[n:13][c:14]([C:19]([F:20])([F:21])[F:22])[c:15]([CH:17]=[O:18])[cH:16]3)[nH:8][c:9]2=[O:10])[s:23]1.[CH3:24][OH:25].[Cl:28][CH2:29][Cl:30].[Na+:27]>>[CH3:1][c:2]1[cH:3][c:4]2[c:5]([n:6][c:7]([CH2:11][n:12]3[n:13][c:14]([C:19]([F:20])([F:21])[F:22])[c:15]([CH2:17][OH:18])[cH:16]3)[nH:8][c:9]2=[O:10])[s:23]1. The reactants are C=Cc1ccccc1, CN1CCc2[nH]c3ccccc3c2C1, [H-], [Na+], CN(C)C=O. Product: CN1CCc2c(c3ccccc3n2CCc2ccccc2)C1. Reaction SMILES: [CH2:15]=[CH:16][c:17]1[cH:18][cH:19][cH:20][cH:21][cH:22]1.[CH3:1][N:2]1[CH2:3][c:4]2[c:5]([nH:6][c:7]3[cH:8][cH:9][cH:10][cH:11][c:12]23)[CH2:13][CH2:14]1.[H-:24].[Na+:23].[O:25]=[CH:26][N:27]([CH3:28])[CH3:29]>>[CH3:1][N:2]1[CH2:3][c:4]2[c:5]([n:6]([CH2:15][CH2:16][c:17]3[cH:18][cH:19][cH:20][cH:21][cH:22]3)[c:7]3[cH:8][cH:9][cH:10][cH:11][c:12]23)[CH2:13][CH2:14]1. Starting materials: ClC=1C=C2C(=NC1)C=CN2S(=O)(=O)C2=CC=C(C)C=C2 (6-chloro-1-tosyl-1H-pyrrolo[3,2-b]pyridine), ClC1=CC(=CC=C1)C(=O)OO (m-chloroperbenzoic acid). Isolated yield 97.9%. Run in C(Cl)Cl (CH2Cl2). Conditions: time 2 hour. RXN SMILES: [Cl:1][C:2]1[CH:3]=[C:4]2[N:10]([S:11]([C:14]3[CH:20]=[CH:19][C:17]([CH3:18])=[CH:16][CH:15]=3)(=[O:13])=[O:12])[CH:9]=[CH:8][C:5]2=[N:6][CH:7]=1.ClC1C=CC=C(C(OO)=[O:29])C=1>C(Cl)Cl>[Cl:1][C:2]1[CH:3]=[C:4]2[N:10]([S:11]([C:14]3[CH:20]=[CH:19][C:17]([CH3:18])=[CH:16][CH:15]=3)(=[O:13])=[O:12])[CH:9]=[CH:8][C:5]2=[N+:6]([O-:29])[CH:7]=1. Reported procedure: To a solution of 6-chloro-1-tosyl-1H-pyrrolo[3,2-b]pyridine (8.5 g, 27.7 mmol) in CH2Cl2 (150 mL) in an ice bath was added m-chloroperbenzoic acid (85%, 8.4 g, 41.6 mmol). The mixture was stirred at RT for two h. The reaction mixture was quenched by saturated sodium thiosulphate solution. The organic layer was washed with saturated NaHCO3 solution and water, dried (Na2SO4) filtered, and concentrated under reduced pressure to afford 8.75 g (90%) of 6-chloro-1-tosyl-1H-pyrrolo[3,2-b]pyridine-4-oxi... Yields the product ClC=1C=C2C(=[N+](C1)[O-])C=CN2S(=O)(=O)C2=CC=C(C)C=C2 (6-chloro-1-tosyl-1H-pyrrolo[3,2-b]pyridine-4-oxide). Starting materials: N1C(C2(C3=CC=CC=C13)COC1=CC3=C(OCCO3)C=C12)=O (2,3-dihydrospiro[furo[2,3-g][1,4]benzodioxine-8,3′-indol]-2′(1′H)-one), BrCCCCC (1-bromopentane), N1C([C@]2(C3=CC=CC=C13)COC1=CC3=C(OCCO3)C=C12)=O ((S)-2,3-dihydrospiro[furo[2,3-g][1,4]benzodioxine-8,3′-indol]-2′(1′H)-one), ClCC1=CC(=NO1)C=1C=NC=CC1 (5-(chloromethyl)-3-(pyridin-3-yl)isoxazole). The product is N1=CC(=CC=C1)C1=NOC(=C1)CN1C(C2(C3=CC=CC=C13)COC1=CC3=C(OCOC3)C=C12)=O (1′-[(3-pyridin-3-ylisoxazol-5-yl)methyl]-2,3-dihydrospiro[furo[2,3-g][1,3]benzodioxine-8,3′-indol]-2′(1′H)-one). RXN SMILES: [NH:1]1[C:9]2[C:4](=[CH:5][CH:6]=[CH:7][CH:8]=2)[C:3]2([C:21]3[C:12](=[CH:13][C:14]4OC[CH2:17][O:16][C:15]=4[CH:20]=3)[O:11][CH2:10]2)[C:2]1=[O:22].N1C2C(=CC=CC=2)[C@@]2(C3C(=CC4OCCOC=4C=3)[O:33][CH2:32]2)C1=O.Cl[CH2:46][C:47]1[O:51][N:50]=[C:49]([C:52]2[CH:53]=[N:54][CH:55]=[CH:56][CH:57]=2)[CH:48]=1.BrCCCCC>>[N:54]1[CH:55]=[CH:56][CH:57]=[C:52]([C:49]2[CH:48]=[C:47]([CH2:46][N:1]3[C:9]4[C:4](=[CH:5][CH:6]=[CH:7][CH:8]=4)[C:3]4([C:21]5[C:12](=[CH:13][C:14]6[CH2:32][O:33][CH2:17][O:16][C:15]=6[CH:20]=5)[O:11][CH2:10]4)[C:2]3=[O:22])[O:51][N:50]=2)[CH:53]=1. Procedure: Following the procedure as described in EXAMPLE 7.3 and making non-critical variations using 2,3-dihydrospiro[furo[2,3-g][1,4]benzodioxine-8,3′-indol]-2′(1′H)-one to replace (S)-2,3-dihydrospiro[furo[2,3-g][1,4]benzodioxine-8,3′-indol]-2′(1′H)-one, and 5-(chloromethyl)-3-(pyridin-3-yl)isoxazole to replace 1-bromopentane, 1′-[(3-pyridin-3-ylisoxazol-5-yl)methyl]-2,3-dihydrospiro[furo[2,3-g][1,3]benzodioxine-8,3′-indol]-2′(1′H)-one was obtained (40%) as a colorless solid: 1H NMR (300 MHz, CDCl3) 8... Reactants: BrCc1ccccc1, O=C([O-])O, CN(C)C=O, CCOC(C)=O, [K+], CCOC(=O)c1[nH]c(=O)c(CC(C)C)[n+]([O-])c1N. Yields the product CCOC(=O)c1nc(OCc2ccccc2)c(CC(C)C)[n+]([O-])c1N. As a reaction SMILES: [Br:29][CH2:30][c:31]1[cH:32][cH:33][cH:34][cH:35][cH:36]1.[C:19](=[O:20])([O-:21])[OH:22].[CH3:24][N:25]([CH3:26])[CH:27]=[O:28].[CH3:37][CH2:38][O:39][C:40](=[O:41])[CH3:42].[K+:23].[NH2:1][c:2]1[n+:3]([O-:18])[c:4]([CH2:14][CH:15]([CH3:16])[CH3:17])[c:5](=[O:13])[nH:6][c:7]1[C:8](=[O:9])[O:10][CH2:11][CH3:12]>>[NH2:1][c:2]1[n+:3]([O-:18])[c:4]([CH2:14][CH:15]([CH3:16])[CH3:17])[c:5]([O:13][CH2:30][c:31]2[cH:32][cH:33][cH:34][cH:35][cH:36]2)[n:6][c:7]1[C:8](=[O:9])[O:10][CH2:11][CH3:12]. Starting materials: OS(=O)(=O)O (H2SO4), C(=O)(O)[O-].[Na+] (NaHCO3), C(C1=CC=CC=C1)(=O)OC(C1CCCC1)[C@@H]1C[C@@H]2[C@@H](OC(O2)(C)C)O1 ([[(3aR,5S,6aR)-2,2-dimethyl-3a,5,6,6a-tetrahydrofuro[2,3-d][1,3]dioxol-5-yl]-cyclopentyl-methyl] benzoate), C(C1=CC=CC=C1)(=O)OC(C1CCCC1)[C@@H]1C[C@@H]2[C@@H](OC(O2)(C)C)O1 ([[(3aR,5S,6aR)-2,2-dimethyl-3a,5,6,6a-tetrahydrofuro[2,3-d][1,3]dioxol-5-yl]-cyclopentyl-methyl] benzoate), C(C)(=O)OC(C)=O (acetic acid anhydride). Run in C(C)(=O)O (acetic acid), CCOC(=O)C (EtOAc). Conditions: time 24 hour. Yields the product C(C1=CC=CC=C1)(=O)OC([C@H]1OC([C@@H](C1)OC(C)=O)OC(C)=O)C1CCCC1 ([cyclopentyl-[(2S,4R)-4,5-diacetoxytetrahydrofuran-2-yl]methyl] benzoate). Reaction SMILES: [C:1]([O:9][CH:10]([C@H:16]1[O:25][C@@H:19]2[O:20][C:21](C)([CH3:23])[O:22][C@@H:18]2[CH2:17]1)[CH:11]1[CH2:15][CH2:14][CH2:13][CH2:12]1)(=[O:8])[C:2]1[CH:7]=[CH:6][CH:5]=[CH:4][CH:3]=1.[C:26](OC(=O)C)(=[O:28])[CH3:27].[OH:33]S(O)(=O)=O.C([O-])(O)=O.[Na+]>CCOC(C)=O.C(O)(=O)C>[C:1]([O:9][CH:10]([CH:11]1[CH2:12][CH2:13][CH2:14][CH2:15]1)[C@@H:16]1[CH2:17][C@@H:18]([O:22][C:26](=[O:28])[CH3:27])[CH:19]([O:20][C:21](=[O:33])[CH3:23])[O:25]1)(=[O:8])[C:2]1[CH:7]=[CH:6][CH:5]=[CH:4][CH:3]=1 |f:3.4|. Procedure details: To a solution of [[(3aR,5S,6aR)-2,2-dimethyl-3a,5,6,6a-tetrahydrofuro[2,3-d][1,3]dioxol-5-yl]-cyclopentyl-methyl] benzoate (compound 11b, 800 mg, 2.3 mmol) in the mixture of acetic acid (2 mL) and acetic acid anhydride (2 mL) was added H2SO4 (0.2 mmol). After being stirred at room temperature for 24 hours, the solution was diluted by EtOAc (40 mL) and adjusted to pH 5.0 by addition of saturated NaHCO3 solution. The organic layer was separated, washed with brine, dried over Na2SO4 and concentrate... Reactants: C(C)/C(/C=O)=C\C[C@H]1C(C(=CC1)C)(C)C ((E)-(S)-2-Ethyl-4-(2,2,3-trimethylcyclopent-3-en-1-yl)-2-buten-1-al), CC1=CC[C@@H]2C[C@H]1C2(C)C ((1R,5R)-α-pinene). Yields the product C(C)/C(/CO)=C\C[C@H]1C(C(=CC1)C)(C)C ((E)-(S)-2-Ethyl-4-(2,2,3-trimethylcyclopent-3-en-1-yl)-2-buten-1-ol). As a reaction SMILES: [CH2:1](/[C:3](=[CH:6]\[CH2:7][C@@H:8]1[CH2:12][CH:11]=[C:10]([CH3:13])[C:9]1([CH3:15])[CH3:14])/[CH:4]=[O:5])[CH3:2].CC1[C@@H]2C(C)(C)[C@@H](C2)CC=1>>[CH2:1](/[C:3](=[CH:6]\[CH2:7][C@@H:8]1[CH2:12][CH:11]=[C:10]([CH3:13])[C:9]1([CH3:14])[CH3:15])/[CH2:4][OH:5])[CH3:2]. Procedure details: (E)-(S)-2-Ethyl-4-(2,2,3-trimethylcyclopent-3-en-1-yl)-2-buten-1-al synthesized from (1R,5R)-α-pinene having an optical purity of 97% e.e. (available from Aldrich) was hydrogenated in the same manner as in Example 2 to obtain the title compound.